Task: describe an organic reaction: reactants, conditions, products, and yield. Dataset: the Open Reaction Database (ORD), a public repository of structured organic reaction records The reactants are CC1S[C@H]2N(C(=C1)C(=O)O)C(C2NC(C(C=2N=C(SC2)NC=O)=NOCC(F)(F)F)=O)=O (2-methyl-7-[2-(2,2,2-trifluoroethoxyimino)-2-(2-formylaminothiazol-4-yl)acetamido]-3-cephem-4-carboxylic acid), Cl (hydrochloric acid). Run in CO (methanol). Conditions: time 2 hour. Product: Cl.CC1S[C@H]2N(C(=C1)C(=O)O)C(C2NC(C(C=2N=C(SC2)N)=NOCC(F)(F)F)=O)=O (2-methyl-7-[2-(2,2,2-trifluoroethoxyimino)-2-(2-aminothiazol-4-yl)acetamido]-3-cephem-4-carboxylic acid hydrochloride). Reaction SMILES: [CH3:1][CH:2]1[CH:7]=[C:6]([C:8]([OH:10])=[O:9])[N:5]2[C:11](=[O:32])[CH:12]([NH:13][C:14](=[O:31])[C:15](=[N:24][O:25][CH2:26][C:27]([F:30])([F:29])[F:28])[C:16]3[N:17]=[C:18]([NH:21]C=O)[S:19][CH:20]=3)[C@H:4]2[S:3]1.[ClH:33]>CO>[ClH:33].[CH3:1][CH:2]1[CH:7]=[C:6]([C:8]([OH:10])=[O:9])[N:5]2[C:11](=[O:32])[CH:12]([NH:13][C:14](=[O:31])[C:15](=[N:24][O:25][CH2:26][C:27]([F:29])([F:30])[F:28])[C:16]3[N:17]=[C:18]([NH2:21])[S:19][CH:20]=3)[C@H:4]2[S:3]1 |f:3.4|. Reported procedure: A mixture of 2-methyl-7-[2-(2,2,2-trifluoroethoxyimino)-2-(2-formylaminothiazol-4-yl)acetamido]-3-cephem-4-carboxylic acid (syn isomer) (0.8 g), concentrated hydrochloric acid (0.51 ml) and methanol (16 ml) was stirred for 2 hours at ambient temperature, and then evaporated. Thus obtained pale yellow residue was pulverized in diethyl ether, collected by filtration and then dried to give 2-methyl-7-[2-(2,2,2-trifluoroethoxyimino)-2-(2-aminothiazol-4-yl)acetamido]-3-cephem-4-carboxylic acid hydroc... Reactants: O=C([O-])O, CO, Cl, CC(SC1COC(c2ccccc2)OC1)C(O)(Cn1cncn1)c1ccc(F)cc1, [Na+]. The product is CC(SC(CO)CO)C(O)(Cn1cncn1)c1ccc(F)cc1. RXN SMILES: [C:32](=[O:33])([O-:34])[OH:35].[CH3:37][OH:38].[ClH:1].[F:2][c:3]1[cH:4][cH:5][c:6]([C:9]([CH2:10][n:11]2[n:12][cH:13][n:14][cH:15]2)([CH:16]([CH3:17])[S:18][CH:19]2[CH2:20][O:21][CH:22]([c:25]3[cH:26][cH:27][cH:28][cH:29][cH:30]3)[O:23][CH2:24]2)[OH:31])[cH:7][cH:8]1.[Na+:36]>>[F:2][c:3]1[cH:4][cH:5][c:6]([C:9]([CH2:10][n:11]2[n:12][cH:13][n:14][cH:15]2)([CH:16]([CH3:17])[S:18][CH:19]([CH2:20][OH:21])[CH2:24][OH:23])[OH:31])[cH:7][cH:8]1.